This data is from the Open Reaction Database (ORD), a public repository of structured organic reaction records. The task is: describe an organic reaction: reactants, conditions, products, and yield The reactants are C(C)(C)(C)OC(=O)N1CCN(CC1)C(=O)C=1C2=C(N=C(C1)Cl)N(N=C2C=C)C2OCCCC2 (4-[6-chloro-1-(tetrahydro-pyran-2-yl)-3-vinyl-1H-pyrazolo[3,4-b]pyridine-4-carbonyl]-piperazine-1-carboxylic acid tert-butyl ester), IC=1C=C(CN(C)C)C=CC1 ((3-iodo-benzyl)-dimethyl-amine), C(O)([O-])=O.[Na+] (sodium hydrogen carbonate), CN(C=O)C (dimethylformamide), CN(C=O)C (Dimethylformamide). The reagents and catalysts are [Br-].C(CCC)[N+](CCCC)(CCCC)CCCC (tetrabutylammonium bromide), C(C)(=O)[O-].[Pd+2].C(C)(=O)[O-] (palladium acetate). Run in O (water), ClCCl (dichloromethane). Conditions: temperature 100 celsius. The product is C(C)(C)(C)OC(=O)N1CCN(CC1)C(=O)C=1C2=C(N=C(C1)Cl)N(N=C2\C=C\C2=CC(=CC=C2)CN(C)C)C2OCCCC2 (4-[6-chloro-3-[(E)-2-(3-dimethylaminomethyl-phenyl)-vinyl]-1-(tetrahydro-pyran-2-yl)-1H-pyrazolo[3,4-b]pyridine-4-carbonyl]-piperazine-1-carboxylic acid tert-butyl ester). Isolated yield 28.7%. As a reaction SMILES: [C:1]([O:5][C:6]([N:8]1[CH2:13][CH2:12][N:11]([C:14]([C:16]2[C:17]3[C:25]([CH:26]=[CH2:27])=[N:24][N:23]([CH:28]4[CH2:33][CH2:32][CH2:31][CH2:30][O:29]4)[C:18]=3[N:19]=[C:20]([Cl:22])[CH:21]=2)=[O:15])[CH2:10][CH2:9]1)=[O:7])([CH3:4])([CH3:3])[CH3:2].I[C:35]1[CH:36]=[C:37]([CH:42]=[CH:43][CH:44]=1)[CH2:38][N:39]([CH3:41])[CH3:40].C(=O)([O-])O.[Na+].CN(C)C=O>[Br-].C([N+](CCCC)(CCCC)CCCC)CCC.C([O-])(=O)C.[Pd+2].C([O-])(=O)C.O.ClCCl>[C:1]([O:5][C:6]([N:8]1[CH2:13][CH2:12][N:11]([C:14]([C:16]2[C:17]3[C:25](/[CH:26]=[CH:27]/[C:35]4[CH:44]=[CH:43][CH:42]=[C:37]([CH2:38][N:39]([CH3:41])[CH3:40])[CH:36]=4)=[N:24][N:23]([CH:28]4[CH2:33][CH2:32][CH2:31][CH2:30][O:29]4)[C:18]=3[N:19]=[C:20]([Cl:22])[CH:21]=2)=[O:15])[CH2:10][CH2:9]1)=[O:7])([CH3:2])([CH3:3])[CH3:4] |f:2.3,5.6,7.8.9|. Procedure details: In a 250 ml round bottom flask were charged 4-[6-chloro-1-(tetrahydro-pyran-2-yl)-3-vinyl-1H-pyrazolo[3,4-b]pyridine-4-carbonyl]-piperazine-1-carboxylic acid tert-butyl ester (1.2 g, 2.52 mmol), (3-iodo-benzyl)-dimethyl-amine (1.64 g, 6.3 mmol), tetrabutylammonium bromide (0.32 g, 1 mmol), sodium hydrogen carbonate (0.53 g, 6.3 mmol) and anhydrous dimethylformamide (42 ml). The mixture was degassed during 10 minutes using argon, palladium acetate (0.05 g, 0.25 mmol) was then added. The resulting... Reactants: C=1(C(=CC=CC1)S(=O)(=O)Cl)C (toluenesulfonyl chloride), FC([C@@H]1[C@H]([C@@H](CN(C1)S(=O)(=O)C1=CC=C(C)C=C1)O)O)F ((3R,4R,5S)-5-(Difluoromethyl)-1-tosylpiperidine 3,4-diol), 8b. Product: Cl.FC([C@@H]1[C@H]([C@@H](CNC1)O)O)F ((3R,4R,5S)-5-(Difluoromethyl)piperidine 3,4-diol Hydrochloride), solid. The yield is 67.0%. Reaction SMILES: [F:1][CH:2]([F:21])[C@H:3]1[CH2:8][N:7](S(C2C=CC(C)=CC=2)(=O)=O)[CH2:6][C@@H:5]([OH:19])[C@@H:4]1[OH:20].C1(C)C(S([Cl:31])(=O)=O)=CC=CC=1>>[ClH:31].[F:21][CH:2]([F:1])[C@H:3]1[CH2:8][NH:7][CH2:6][C@@H:5]([OH:19])[C@@H:4]1[OH:20] |f:2.3|. Procedure: (3R,4R,5S)-5-(Difluoromethyl)-1-(methanesulfonyl)piperidine 3,4-diol (8b; Z=SO2; R5=Me). Following General Procedure D except that the reaction was run at room temperature and using methanesulfonyl chloride (0.16 g, 1.4 mmol), the title compound was obtained as a white solid (0.17 g, 51%). 1H NMR (DMSO-d6) 6.2 (t, 1H, J=53 Hz), 5.43 (d, 1H, ex), 5.38 (d, 1H, ex), 3.2-3.7 (m, 4H), 2.95 (s, 3H), 2.85 (m, 1H), 2.7 (t, 1H), 2.1 (br s, 1H). (3R,4R,5S)-5-(Difluoromethyl)-1-tosylpiperidine 3,4-diol (8b...